This data is from the Open Reaction Database (ORD), a public repository of structured organic reaction records. The task is: describe an organic reaction: reactants, conditions, products, and yield Starting materials: CN(C)C(OC(C)(C)C)N(C)C, ClCCl, CC(=O)c1ccc(C(=O)N2Cc3ccnn3Cc3ccccc32)cc1. Yields the product CN(C)C=CC(=O)c1ccc(C(=O)N2Cc3ccnn3Cc3ccccc32)cc1. As a reaction SMILES: [C:26]([O:27][CH:31]([N:28]([CH3:29])[CH3:30])[N:32]([CH3:33])[CH3:34])([CH3:35])([CH3:36])[CH3:37].[Cl:38][CH2:39][Cl:40].[n:1]1[cH:2][cH:3][c:4]2[n:10]1[CH2:9][c:8]1[c:7]([cH:14][cH:13][cH:12][cH:11]1)[N:6]([C:15](=[O:16])[c:17]1[cH:18][cH:19][c:20]([C:23]([CH3:24])=[O:25])[cH:21][cH:22]1)[CH2:5]2>>[n:1]1[cH:2][cH:3][c:4]2[n:10]1[CH2:9][c:8]1[c:7]([cH:14][cH:13][cH:12][cH:11]1)[N:6]([C:15](=[O:16])[c:17]1[cH:18][cH:19][c:20]([C:23]([CH:24]=[CH:31][N:32]([CH3:33])[CH3:34])=[O:25])[cH:21][cH:22]1)[CH2:5]2. Reactants: CO, O=[N+]([O-])c1ccccc1NC1CCCCC1, Cl[Sn]Cl. The product is Nc1ccccc1NC1CCCCC1. Reaction SMILES: [CH3:20][OH:21].[CH:1]1([NH:7][c:8]2[c:9]([N+:14]([O-:15])=[O:16])[cH:10][cH:11][cH:12][cH:13]2)[CH2:2][CH2:3][CH2:4][CH2:5][CH2:6]1.[Sn:17]([Cl:18])[Cl:19]>>[CH:1]1([NH:7][c:8]2[c:9]([NH2:14])[cH:10][cH:11][cH:12][cH:13]2)[CH2:2][CH2:3][CH2:4][CH2:5][CH2:6]1. Starting materials: BrC=1C=CC(=NC1)N1[Si](CC[Si]1(C)C)(C)C (5-bromo-2-(2,2,5,5-tetramethyl-1,2,5-azadisilolidin-1-yl)pyridine), SCCO (2-mercaptoethanol), CCN(C(C)C)C(C)C (Hunig's base). Reagents/catalysts: C=1C=CC(=CC1)/C=C/C(=O)/C=C/C2=CC=CC=C2.C=1C=CC(=CC1)/C=C/C(=O)/C=C/C2=CC=CC=C2.C=1C=CC(=CC1)/C=C/C(=O)/C=C/C2=CC=CC=C2.[Pd].[Pd] (Pd2(dba)3), CC1(C2=C(C(=CC=C2)P(C3=CC=CC=C3)C4=CC=CC=C4)OC5=C(C=CC=C51)P(C6=CC=CC=C6)C7=CC=CC=C7)C (xantphos). Solvent: O1CCOCC1 (dioxane). Run at temperature 110 celsius, time 17 hour. Yields the product NC1=CC=C(C=N1)SCCO (2-(6-Aminopyridin-3-ylthio)-ethanol). Yield: 95.7%. Reaction SMILES: Br[C:2]1[CH:3]=[CH:4][C:5]([N:8]2[Si](C)(C)CC[Si]2(C)C)=[N:6][CH:7]=1.[SH:17][CH2:18][CH2:19][OH:20].CCN(C(C)C)C(C)C>C1C=CC(/C=C/C(/C=C/C2C=CC=CC=2)=O)=CC=1.C1C=CC(/C=C/C(/C=C/C2C=CC=CC=2)=O)=CC=1.C1C=CC(/C=C/C(/C=C/C2C=CC=CC=2)=O)=CC=1.[Pd].[Pd].CC1(C)C2C(=C(P(C3C=CC=CC=3)C3C=CC=CC=3)C=CC=2)OC2C(P(C3C=CC=CC=3)C3C=CC=CC=3)=CC=CC1=2.O1CCOCC1>[NH2:8][C:5]1[N:6]=[CH:7][C:2]([S:17][CH2:18][CH2:19][OH:20])=[CH:3][CH:4]=1 |f:3.4.5.6.7|. Procedure details: In a 100 mL round-bottomed flask, 5-bromo-2-(2,2,5,5-tetramethyl-1,2,5-azadisilolidin-1-yl)pyridine (502 mg, 1.59 mmol), 2-mercaptoethanol (124 mg, 112 μl, 1.59 mmol), xantphos (46.1 mg, 79.6 μmol) and Hunig's base (411 mg, 556 μl, 3.18 mmol) were combined with dioxane (10.0 ml) to give a light yellow solution. Pd2(dba)3 (36.4 mg, 39.8 μmol) was added and the mixture was evacuated and filled with argon. The reaction mixture was heated to 110° C. and stirred for 17 h under argon. The reaction mix... Reactants: C([O-])([O-])=O.[K+].[K+] (potassium carbonate), C12CCCC2CCC1 (bicyclo[3,3,0]octane). The solvent is CO (methanol). Conditions: temperature 40 celsius, time 24 hour. Product: OC1C2CCCC2CC1 (6-hydroxybicyclo[3,3,0]octane). Reaction SMILES: [CH:1]12[CH2:8][CH2:7][CH2:6][CH:5]1[CH2:4][CH2:3][CH2:2]2.C(=O)([O-])[O-:10].[K+].[K+]>CO>[OH:10][CH:2]1[CH2:3][CH2:4][CH:5]2[CH:1]1[CH2:8][CH2:7][CH2:6]2 |f:1.2.3|. Procedure: A solution of (E)-6-acetoxy-2-[(mixture of 3α and 3β)-tert-butyldimethylsilyloxyoct-1-enyl]bicyclo[3,3,0]octane (530 mg; prepared as described in Reference Example 24 and predominantly in the 2β-configuration) in methanol (10 ml) was treated with anhydrous potassium carbonate (193 mg). The mixture was heated at 40° C., with stirring, for 24 hours. The methanol was then removed in vacuo and the residue was extracted with dichloromethane (3×10 ml). Concentration of the extract in vacuo gave (E)-2-... Reactants: OC=1C=C2CCCC(C2=CC1)=O (6-hydroxy-1-tetralone), [I-].[K+] (potassium iodide), ClCC(=O)OC (methyl chloroacetate), C([O-])([O-])=O.[K+].[K+] (potassium carbonate). The solvent is CC(CC)=O (butanone). Product: O=C1C=2C=CC(=CC2CCC1)OCC(=O)OC (Methyl 5-oxo-5,6,7,8-tetrahydro-naphth-2-yl-oxyacetate). As a reaction SMILES: [OH:1][C:2]1[CH:3]=[C:4]2[C:9](=[CH:10][CH:11]=1)[C:8](=[O:12])[CH2:7][CH2:6][CH2:5]2.Cl[CH2:14][C:15]([O:17][CH3:18])=[O:16].C(=O)([O-])[O-].[K+].[K+].[I-].[K+]>CC(=O)CC>[O:12]=[C:8]1[CH2:7][CH2:6][CH2:5][C:4]2[CH:3]=[C:2]([O:1][CH2:14][C:15]([O:17][CH3:18])=[O:16])[CH:11]=[CH:10][C:9]1=2 |f:2.3.4,5.6|. Procedure: 1 mol of 6-hydroxy-1-tetralone, 1.2 mols of methyl chloroacetate, 2 mols of potassium carbonate and 0.1 mol of potassium iodide are boiled under reflux in 2 l of butanone for 6 hours. The mixture is filtered, the residue is rinsed with acetone and the filtrate is evaporated. The residue is taken up in methylene chloride, and the mixture is washed 3 times with 0.5N NaOH solution, dried over sodium sulphate and evaporated. Starting materials: B, O=C1OC2(CCN(Cc3ccccc3)CC2)c2cc(Cl)ccc21, C1CCOC1, Cl, [Na+], [OH-]. Yields the product Clc1ccc2c(c1)C1(CCN(Cc3ccccc3)CC1)OC2. As a reaction SMILES: [BH3:24].[CH2:1]([c:2]1[cH:3][cH:4][cH:5][cH:6][cH:7]1)[N:8]1[CH2:9][CH2:10][C:11]2([O:12][C:13](=[O:21])[c:14]3[c:15]2[cH:16][c:17]([Cl:20])[cH:18][cH:19]3)[CH2:22][CH2:23]1.[CH2:28]1[O:29][CH2:30][CH2:31][CH2:32]1.[ClH:25].[Na+:27].[OH-:26]>>[CH2:1]([c:2]1[cH:3][cH:4][cH:5][cH:6][cH:7]1)[N:8]1[CH2:9][CH2:10][C:11]2([O:12][CH2:13][c:14]3[c:15]2[cH:16][c:17]([Cl:20])[cH:18][cH:19]3)[CH2:22][CH2:23]1.